Task: describe an organic reaction: reactants, conditions, products, and yield. Dataset: the Open Reaction Database (ORD), a public repository of structured organic reaction records Reactants: NC=1SC2=C(N1)C=CC=C2 (2-aminobenzothiazole), [Na] (sodium), [K] (potassium), SC1=C(C=CC=C1)NC(=O)N (2-mercaptophenylurea), [OH-].[Na+] (sodium hydroxide). Solvent: O (water), O (water), C(C)(=O)O (acetic acid), C=C1CC(=O)O1 (diketene). Reaction conditions: time 1 hour. Product: C(C(=O)C)C=1SC2=C(N1)C=CC=C2 (2-acetonylbenzothiazole). The yield is 79.4%. As a reaction SMILES: N[C:2]1[S:3][C:4]2[CH:10]=[CH:9][CH:8]=[CH:7][C:5]=2[N:6]=1.[OH-:11].[Na+].[Na].[K].S[C:16]1[CH:21]=CC=C[C:17]=1NC(N)=O>C(O)(=O)C.C=C1OC(=O)C1.O>[CH2:17]([C:2]1[S:3][C:4]2[CH:10]=[CH:9][CH:8]=[CH:7][C:5]=2[N:6]=1)[C:16]([CH3:21])=[O:11] |f:1.2,^1:12,13|. Procedure: The water-moist 2-mercaptophenylurea obtained according to European Pat. No. 0,039,483, Example 1, paragraph 1, by reacting 150 parts of 2-aminobenzothiazole with 150 parts of sodium hydroxide and working up the mixture with water, or an appropriate amount of the sodium or potassium salt of the said 2-mercaptophenylurea, is dissolved in 500 parts of 50% strength acetic acid, and 118 parts of diketene are then added dropwise in the course of 2 hours at 45° to 50° C. Stirring is continued for 1 ho...